From a dataset of the Open Reaction Database (ORD), a public repository of structured organic reaction records. describe an organic reaction: reactants, conditions, products, and yield Reactants: O=C([O-])[O-], CC(=O)Nc1ccc(O)cc1F, CN(C)C=O, FC(F)=C(F)F, [K+], [K+], O, Oc1ccccc1. Yields the product CC(=O)Nc1ccc(OC(F)(F)C(F)F)cc1F. Reaction SMILES: [C:13](=[O:14])([O-:15])[O-:16].[C:1]([CH3:2])(=[O:3])[NH:4][c:5]1[c:6]([F:12])[cH:7][c:8]([OH:11])[cH:9][cH:10]1.[CH3:33][N:34]([CH3:35])[CH:36]=[O:37].[F:19][C:20](=[C:21]([F:22])[F:23])[F:24].[K+:17].[K+:18].[OH2:32].[OH:25][c:26]1[cH:27][cH:28][cH:29][cH:30][cH:31]1>>[C:1]([CH3:2])(=[O:3])[NH:4][c:5]1[c:6]([F:12])[cH:7][c:8]([O:11][C:21]([CH:20]([F:19])[F:24])([F:22])[F:23])[cH:9][cH:10]1. The reactants are O=C([O-])[O-], ClCCl, CC(C)(O)c1c[nH]nc1C(F)(F)F, [K+], [K+], CC(C)S(=O)(=O)NC1Cc2ccc(CO)cc2C1, O=S(Cl)Cl. Yields the product CC(C)S(=O)(=O)NC1Cc2ccc(Cn3cc(C(C)(C)O)c(C(F)(F)F)n3)cc2C1. RXN SMILES: [C:36](=[O:37])([O-:38])[O-:39].[Cl:42][CH2:43][Cl:44].[F:23][C:24]([c:25]1[n:26][nH:27][cH:28][c:29]1[C:30]([CH3:31])([CH3:32])[OH:33])([F:34])[F:35].[K+:40].[K+:41].[OH:1][CH2:2][c:3]1[cH:4][c:5]2[c:9]([cH:10][cH:11]1)[CH2:8][CH:7]([NH:12][S:13](=[O:14])(=[O:15])[CH:16]([CH3:17])[CH3:18])[CH2:6]2.[S:19]([Cl:20])([Cl:21])=[O:22]>>[CH2:2]([c:3]1[cH:4][c:5]2[c:9]([cH:10][cH:11]1)[CH2:8][CH:7]([NH:12][S:13](=[O:14])(=[O:15])[CH:16]([CH3:17])[CH3:18])[CH2:6]2)[n:27]1[n:26][c:25]([C:24]([F:23])([F:34])[F:35])[c:29]([C:30]([CH3:31])([CH3:32])[OH:33])[cH:28]1. The reactants are O[C@@H](CC(=O)OC)C[C@@H](\C=C\C=1N(C(C2=CC=CC=C2C1C1=CC=C(C=C1)F)=O)C(C)C)O (methyl (3R,5S)-(E)-3,5-dihydroxy-7-[4-(4-fluorophenyl)-2-isopropyl-1-oxo-1,2-dihydroisoquinolin-3-yl]hept-6-enoate). The reagents and catalysts are [O-2].[O-2].[Mn+4] (Manganese dioxide). Solvent: ClCCl (dichloromethane). Run at time 17 hour. Product: FC1=CC=C(C=C1)C1=C(N(C(C2=CC=CC=C12)=O)C(C)C)/C=C/C(C[C@H](CC(=O)OC)O)=O (methyl (3R)-(E)-7-[4-(4-fluorophenyl)-2-isopropyl-1-oxo-1,2-dihydroisoquinolin-3-yl]-3-hydroxy-5-oxohept-6-enoate). As a reaction SMILES: [OH:1][C@H:2]([CH2:8][C@H:9]([OH:33])/[CH:10]=[CH:11]/[C:12]1[N:13]([CH:30]([CH3:32])[CH3:31])[C:14](=[O:29])[C:15]2[C:20]([C:21]=1[C:22]1[CH:27]=[CH:26][C:25]([F:28])=[CH:24][CH:23]=1)=[CH:19][CH:18]=[CH:17][CH:16]=2)[CH2:3][C:4]([O:6][CH3:7])=[O:5]>ClCCl.[O-2].[O-2].[Mn+4]>[F:28][C:25]1[CH:24]=[CH:23][C:22]([C:21]2[C:20]3[C:15](=[CH:16][CH:17]=[CH:18][CH:19]=3)[C:14](=[O:29])[N:13]([CH:30]([CH3:32])[CH3:31])[C:12]=2/[CH:11]=[CH:10]/[C:9](=[O:33])[CH2:8][C@@H:2]([OH:1])[CH2:3][C:4]([O:6][CH3:7])=[O:5])=[CH:27][CH:26]=1 |f:2.3.4|. Procedure: A solution of methyl (3R,5S)-(E)-3,5-dihydroxy-7-[4-(4-fluorophenyl)-2-isopropyl-1-oxo-1,2-dihydroisoquinolin-3-yl]hept-6-enoate (as prepared in Example 10; 1.6 g) in dichloromethane (160 ml) was stirred at room temperature under argon with the exclusion of light. Manganese dioxide was added portionwise (4×4 g) over 3 hours and the mixture stirred for a further 17 hours. The mixture was filtered through diatomaceous earth and the filter pad washed with dichloromethane (3×50 ml). The combined fil...